From a dataset of the Open Reaction Database (ORD), a public repository of structured organic reaction records. describe an organic reaction: reactants, conditions, products, and yield Reactants: CCCOc1c(OCC#CCN2C(=O)c3ccccc3C2=O)cc(C2CCC(c3cc(OC)c(OC)c(OC)c3)O2)cc1S(C)(=O)=O, CCO, NN, O. The product is CCCOc1c(OCC#CCN)cc(C2CCC(c3cc(OC)c(OC)c(OC)c3)O2)cc1S(C)(=O)=O. Reaction SMILES: [CH3:1][S:2](=[O:3])(=[O:4])[c:5]1[cH:6][c:7]([CH:31]2[O:32][CH:33]([c:36]3[cH:37][c:38]([O:46][CH3:47])[c:39]([O:44][CH3:45])[c:40]([O:42][CH3:43])[cH:41]3)[CH2:34][CH2:35]2)[cH:8][c:9]([O:15][CH2:16][C:17]#[C:18][CH2:19][N:20]2[C:21](=[O:22])[c:23]3[cH:24][cH:25][cH:26][cH:27][c:28]3[C:29]2=[O:30])[c:10]1[O:11][CH2:12][CH2:13][CH3:14].[CH3:51][CH2:52][OH:53].[NH2:49][NH2:50].[OH2:48]>>[CH3:1][S:2](=[O:3])(=[O:4])[c:5]1[cH:6][c:7]([CH:31]2[O:32][CH:33]([c:36]3[cH:37][c:38]([O:46][CH3:47])[c:39]([O:44][CH3:45])[c:40]([O:42][CH3:43])[cH:41]3)[CH2:34][CH2:35]2)[cH:8][c:9]([O:15][CH2:16][C:17]#[C:18][CH2:19][NH2:20])[c:10]1[O:11][CH2:12][CH2:13][CH3:14]. The reactants are C(=O)(OC(C)(C)C)N1C=CC2=CC(=CC=C12)B1OC(C)(C)C(C)(C)O1 (N-Boc-indole-5-boronic acid pinacol ester), NH4OAc, NaIO4. The solvent is CC(=O)C.O (acetone H2O). Run at temperature 23 celsius, time 24 hour. Product: C(=O)(OC(C)(C)C)N1C=CC2=CC(=CC=C12)B(O)O (N-Boc-indole-5-boronic acid). Isolated yield 53.6%. RXN SMILES: [C:1]([N:8]1[C:16]2[C:11](=[CH:12][C:13]([B:17]3[O:25]C(C)(C)C(C)(C)[O:18]3)=[CH:14][CH:15]=2)[CH:10]=[CH:9]1)([O:3][C:4]([CH3:7])([CH3:6])[CH3:5])=[O:2]>CC(C)=O.O>[C:1]([N:8]1[C:16]2[C:11](=[CH:12][C:13]([B:17]([OH:18])[OH:25])=[CH:14][CH:15]=2)[CH:10]=[CH:9]1)([O:3][C:4]([CH3:7])([CH3:6])[CH3:5])=[O:2] |f:1.2|. Procedure details: To N-Boc-indole-5-boronic acid pinacol ester (172 mg, 0.500 mmol, 1.00 equiv) in acetone/H2O (5.0 mL/5.0 mL) at 23° C. was added NH4OAc (193 mg, 2.50 mmol, 5.00 equiv) and NaIO4 (535 mg, 2.00 mmol, 4.00 equiv). After stirring for 24 hr at 23° C., the reaction mixture was concentrated in vacuo to remove acetone. To the residual solution was added EtOAc (5 mL) and the phases were separated. The aqueous phase was extracted with EtOAc (2×5 mL). The combined organic phases are washed with brine (10 m... Starting materials: CC(C(C)(C)O1)(C)OB1C2=CC=C(N=CN3C4CCOCC4)C3=C2, ClC1=CC2=C(C=CN2)C=C1. The reagents and catalysts are CC(C)(C)C1=CC=C(C=C1)C2=CC=C(C=C2)C(C)(C)C, [O-]P(=O)([O-])[O-].[K+].[K+].[K+], CC(C1=CC(C(C)C)=C(C2=CC=CC=C2P(C3CCCCC3)C4CCCCC4)C(C(C)C)=C1)C.NC5=CC=CC=C5C6=CC=CC=[C-]6.Cl[Pd+]. Run in C1CCOC1, O (water), C1CCOC1. Run at temperature 25 celsius, time 24 hour. The product is C12=C(NC=C2)C=C(C3=CC=C(C4=C3)N=CN4C5CCOCC5)C=C1. The yield is 26.0%. Reactants: S(=O)=O (sulphur dioxide), [Li] (lithium), solution, C(CCC)[Li] (butyllithium), CC1(OC2=CC=C(C=C2C=C1)Br)C (2,2-dimethyl-6-bromochromene), C[O-].[Na+] (sodium methoxide). Solvent: [Na] (sodium), CCCCCC (hexane). Run at temperature -20 celsius, time 3 hour. The product is CC1(OC2=CC=C(C=C2C=C1)S(=O)[O-])C.[Na+] (sodium 2,2-dimethylchromene-6-sulphinate). RXN SMILES: C([Li])CCC.[CH3:6][C:7]1([CH3:18])[CH:16]=[CH:15][C:14]2[C:9](=[CH:10][CH:11]=[C:12](Br)[CH:13]=2)[O:8]1.[S:19](=[O:21])=[O:20].[Li].C[O-].[Na+:25]>CCCCCC.[Na]>[CH3:6][C:7]1([CH3:18])[CH:16]=[CH:15][C:14]2[C:9](=[CH:10][CH:11]=[C:12]([S:19]([O-:21])=[O:20])[CH:13]=2)[O:8]1.[Na+:25] |f:4.5,8.9,^1:21,31|. Reported procedure: A 1.5M solution of butyllithium in hexane (5.2 ml) was added to a stirred solution of 2,2-dimethyl-6-bromochromene [prepared by the procedure described in Bull. Chem. Soc. Jap., 1982, 55(4) 1153] (2.0 g, 8.4 mM) in sodium dried ether (24 ml). The mixture was stirred for 3 hours, then cooled to -20° C. and treated with excess gaseous sulphur dioxide, whereupon the lithium sulphinate salt immediately began to separate out as a solid. The resultant suspension was stirred rapidly for one hour and th... Starting materials: CCN(C(C)C)C(C)C, ClC(Cl)Cl, Clc1nc2nc(C3CC3)nc(Cl)c2s1, O=C(NCc1ccc(OC(F)(F)F)cc1)C1CNCCN1S(=O)(=O)c1ccc(C(F)(F)F)cc1. Yields the product O=C(NCc1ccc(OC(F)(F)F)cc1)C1CN(c2nc3nc(C4CC4)nc(Cl)c3s2)CCN1S(=O)(=O)c1ccc(C(F)(F)F)cc1. As a reaction SMILES: [CH:49]([N:50]([CH2:51][CH3:52])[CH:53]([CH3:54])[CH3:55])([CH3:56])[CH3:57].[CH:58]([Cl:59])([Cl:60])[Cl:61].[Cl:35][c:36]1[s:37][c:38]2[c:39]([n:40][c:41]([CH:45]3[CH2:46][CH2:47]3)[n:42][c:43]2[Cl:44])[n:48]1.[F:1][C:2]([O:3][c:4]1[cH:5][cH:6][c:7]([CH2:8][NH:9][C:10](=[O:11])[CH:12]2[N:13]([S:18](=[O:19])(=[O:20])[c:21]3[cH:22][cH:23][c:24]([C:27]([F:28])([F:29])[F:30])[cH:25][cH:26]3)[CH2:14][CH2:15][NH:16][CH2:17]2)[cH:31][cH:32]1)([F:33])[F:34]>>[F:1][C:2]([O:3][c:4]1[cH:5][cH:6][c:7]([CH2:8][NH:9][C:10](=[O:11])[CH:12]2[N:13]([S:18](=[O:19])(=[O:20])[c:21]3[cH:22][cH:23][c:24]([C:27]([F:28])([F:29])[F:30])[cH:25][cH:26]3)[CH2:14][CH2:15][N:16]([c:36]3[s:37][c:38]4[c:39]([n:40][c:41]([CH:45]5[CH2:46][CH2:47]5)[n:42][c:43]4[Cl:44])[n:48]3)[CH2:17]2)[cH:31][cH:32]1)([F:33])[F:34]. As a reaction SMILES: [BrH:1].[C:2]([CH2:5][CH:6]1[S:15][C:9]2=[N:10][CH2:11][N:12]([CH3:14])[CH2:13][N:8]2[C:7]1([C:17]1[CH:22]=[CH:21][C:20]([Cl:23])=[CH:19][CH:18]=1)[OH:16])([OH:4])=[O:3]>CO>[CH3:2][O-:3].[BrH:1].[C:2]([CH2:5][CH:6]1[S:15][C:9]2=[N:10][CH2:11][N:12]([CH3:14])[CH2:13][N:8]2[C:7]1([C:17]1[CH:18]=[CH:19][C:20]([Cl:23])=[CH:21][CH:22]=1)[OH:16])([OH:4])=[O:3] |f:0.1,3.4.5|. Solvent: CO (methanol). Starting materials: Br.C(=O)(O)CC1C(N2C(=NCN(C2)C)S1)(O)C1=CC=C(C=C1)Cl (7-Carboxymethyl-6-(p-chlorophenyl)-6-hydroxy-3-methyl-3,4,6,7-tetrahydro-2H-thiazolo[3,2-a]-s-triazine hydrobromide). Isolated yield 186.3%. Procedure details: 7-Carboxymethyl-6-(p-chlorophenyl)-6-hydroxy-3-methyl-3,4,6,7-tetrahydro-2H-thiazolo[3,2-a]-s-triazine hydrobromide (2 g) was redissolved in the minimum quantity of methanol and immediately recrystallised to give 7-carboxymethyl-6-(p-chlorophenyl)-6-hydroxy-3-methyl-3,4,6,7-tetrahydro-2H-thiazolo[3,2-a]-s-triazine hydrobromide methanolate as colourless crystals (2.0 g), m.p. 138° C. Yields the product C[O-].Br.C(=O)(O)CC1C(N2C(=NCN(C2)C)S1)(O)C1=CC=C(C=C1)Cl (7-carboxymethyl-6-(p-chlorophenyl)-6-hydroxy-3-methyl-3,4,6,7-tetrahydro-2H-thiazolo[3,2-a]-s-triazine hydrobromide methanolate). Starting materials: CCOC(C)=O, COc1cc([N+](=O)[O-])ccc1OCCN1CCC(F)(F)C1. Product: COc1cc(N)ccc1OCCN1CCC(F)(F)C1. RXN SMILES: [CH3:22][CH2:23][O:24][C:25]([CH3:26])=[O:27].[F:1][C:2]1([F:21])[CH2:3][N:4]([CH2:7][CH2:8][O:9][c:10]2[c:11]([O:19][CH3:20])[cH:12][c:13]([N+:16]([O-:17])=[O:18])[cH:14][cH:15]2)[CH2:5][CH2:6]1>>[F:1][C:2]1([F:21])[CH2:3][N:4]([CH2:7][CH2:8][O:9][c:10]2[c:11]([O:19][CH3:20])[cH:12][c:13]([NH2:16])[cH:14][cH:15]2)[CH2:5][CH2:6]1.